From a dataset of the Open Reaction Database (ORD), a public repository of structured organic reaction records. describe an organic reaction: reactants, conditions, products, and yield The reactants are ClC=1C=C(C=CC1)[C@](C)(O)[C@H]1CN(CCC1)C(=O)OC(C)(C)C ((R)-tert-butyl 3-((R)-1-(3-chlorophenyl)-1-hydroxyethyl)piperidine-1-carboxylate), [H-].[Na+] (NaH), ICC(=O)OCC (ethyl iodoacetate). The solvent is C1CCOC1 (THF). Reaction conditions: temperature 90 celsius. The product is ClC=1C=C(C=CC1)[C@](C)(OCC(=O)OCC)[C@H]1CN(CCC1)C(=O)OC(C)(C)C ((R)-tert-butyl 3-((R)-1-(3-chlorophenyl)-1-(2-ethoxy-2-oxoethoxy)ethyl)piperidine-1-carboxylate). Isolated yield 14.1%. Reaction SMILES: [Cl:1][C:2]1[CH:3]=[C:4]([C@@:8]([C@@H:11]2[CH2:16][CH2:15][CH2:14][N:13]([C:17]([O:19][C:20]([CH3:23])([CH3:22])[CH3:21])=[O:18])[CH2:12]2)([OH:10])[CH3:9])[CH:5]=[CH:6][CH:7]=1.[H-].[Na+].I[CH2:27][C:28]([O:30][CH2:31][CH3:32])=[O:29]>C1COCC1>[Cl:1][C:2]1[CH:3]=[C:4]([C@@:8]([C@@H:11]2[CH2:16][CH2:15][CH2:14][N:13]([C:17]([O:19][C:20]([CH3:23])([CH3:22])[CH3:21])=[O:18])[CH2:12]2)([O:10][CH2:27][C:28]([O:30][CH2:31][CH3:32])=[O:29])[CH3:9])[CH:5]=[CH:6][CH:7]=1 |f:1.2|. Procedure details: A mixture of (R)-tert-butyl 3-((R)-1-(3-chlorophenyl)-1-hydroxyethyl)piperidine-1-carboxylate (0.4395 g, 1.29 mmol), 60% NaH (1.320 g, 33 mmol), and ethyl iodoacetate (5.237 g, 24.5 mmol) in THF (20 mL) was heated at 90° C. for 18 h and then cooled to rt. The reaction mixture was then quenched with saturated brine and extracted with ethyl acetate (3×), dried over Na2SO4. After the solvent was evaporated under reduced pressure, the crude product was purified by reversed-phase HPLC to afford 0.077...